This data is from the Open Reaction Database (ORD), a public repository of structured organic reaction records. The task is: describe an organic reaction: reactants, conditions, products, and yield Starting materials: CC(C)(C)c1cc(C(=O)O)c(O)c(C(C)(C)C)c1, CC(C)(C)c1cc(C(=O)[O-])c(O)c(C(C)(C)C)c1, CC(C)(C)c1cc(C(=O)[O-])c(O)c(C(C)(C)C)c1, O=C(O)c1ccccc1O, [Zn+2], [Zn]. Yields the product CC(C)(C)c1ccc(O)c(C(C)(C)C)c1. Reaction SMILES: [C:1]([CH3:2])([CH3:3])([CH3:4])[c:5]1[c:6]([OH:18])[c:7]([C:8]([OH:9])=[O:10])[cH:11][c:12]([C:14]([CH3:15])([CH3:16])[CH3:17])[cH:13]1.[C:29]([c:30]1[cH:31][c:32]([C:33]([CH3:34])([CH3:35])[CH3:36])[cH:37][c:38]([C:39]([O-:40])=[O:41])[c:42]1[OH:43])([CH3:44])([CH3:45])[CH3:46].[C:48]([c:49]1[cH:50][c:51]([C:52]([CH3:53])([CH3:54])[CH3:55])[cH:56][c:57]([C:58]([O-:59])=[O:60])[c:61]1[OH:62])([CH3:63])([CH3:64])[CH3:65].[OH:19][C:20]([c:21]1[c:22]([OH:23])[cH:24][cH:25][cH:26][cH:27]1)=[O:28].[Zn+2:47].[Zn:66]>>[C:1]([CH3:2])([CH3:3])([CH3:4])[c:5]1[c:6]([OH:18])[cH:7][cH:11][c:12]([C:14]([CH3:15])([CH3:16])[CH3:17])[cH:13]1.